From a dataset of the Open Reaction Database (ORD), a public repository of structured organic reaction records. describe an organic reaction: reactants, conditions, products, and yield Starting materials: ClC1=NN2C(C(=CC=C2)C2=CC=C(C=C2)S(=O)(=O)C)=N1 (2-chloro-8-(4-methanesulfonyl-phenyl)-[1,2,4]triazolo[1,5-a]pyridine), C(C)(C)(C)OC(=O)N1C[C@H]([C@H](CC1)C1=CC(=CC=C1)N)O ((±)-(cis)-4-(3-amino-phenyl)-3-hydroxy-piperidine-1-carboxylic acid tert-butyl ester), C1(CCCCC1)P(C1=C(C=CC=C1)C1=C(C=CC=C1)P(C1CCCCC1)C1CCCCC1)C1CCCCC1 (2,2′-bis-dicyclohexylphosphanyl-biphenyl). Yields the product C(C)(C)(C)OC(=O)N1C[C@H]([C@H](CC1)C1=CC(=CC=C1)NC1=NN2C(C(=CC=C2)C2=CC=C(C=C2)S(=O)(=O)C)=N1)O ((±)-(cis)-3-Hydroxy-4-{3-[8-(4-methanesulfonyl-phenyl)-[1,2,4]triazolo[1,5-a]pyridin-2-ylamino]-phenyl}-piperidine-1-carboxylic acid tert-butyl ester), solid. Isolated yield 63.0%. Reaction SMILES: Cl[C:2]1[N:20]=[C:5]2[C:6]([C:10]3[CH:15]=[CH:14][C:13]([S:16]([CH3:19])(=[O:18])=[O:17])=[CH:12][CH:11]=3)=[CH:7][CH:8]=[CH:9][N:4]2[N:3]=1.[C:21]([O:25][C:26]([N:28]1[CH2:33][CH2:32][C@H:31]([C:34]2[CH:39]=[CH:38][CH:37]=[C:36]([NH2:40])[CH:35]=2)[C@H:30]([OH:41])[CH2:29]1)=[O:27])([CH3:24])([CH3:23])[CH3:22].C1(P(C2CCCCC2)C2C=CC=CC=2C2C=CC=CC=2P(C2CCCCC2)C2CCCCC2)CCCCC1>>[C:21]([O:25][C:26]([N:28]1[CH2:33][CH2:32][C@H:31]([C:34]2[CH:39]=[CH:38][CH:37]=[C:36]([NH:40][C:2]3[N:20]=[C:5]4[C:6]([C:10]5[CH:15]=[CH:14][C:13]([S:16]([CH3:19])(=[O:18])=[O:17])=[CH:12][CH:11]=5)=[CH:7][CH:8]=[CH:9][N:4]4[N:3]=3)[CH:35]=2)[C@H:30]([OH:41])[CH2:29]1)=[O:27])([CH3:24])([CH3:22])[CH3:23]. Reported procedure: 186 d) (±)-(cis)-3-Hydroxy-4-{3-[8-(4-methanesulfonyl-phenyl)-[1,2,4]triazolo[1,5-a]pyridin-2-ylamino]-phenyl}-piperidine-1-carboxylic acid tert-butyl ester was prepared from 2-chloro-8-(4-methanesulfonyl-phenyl)-[1,2,4]triazolo[1,5-a]pyridine (270.0 mg, 0.8773 mmol) and (±)-(cis)-4-(3-amino-phenyl)-3-hydroxy-piperidine-1-carboxylic acid tert-butyl ester (286.0 mg, 0.9782 mmol) with 2,2′-bis-dicyclohexylphosphanyl-biphenyl (77.0 mg, 0.141 mmol) as the ligand in a manner analogous to Example 2d. ... Conditions: time 1 hour. Solvent: O (water), O (water), O (water). Procedure: 13.7 g of p-aminobenzoic acid was dispersed in a solution of 100 cc of water and 30 cc of 30% hydrochloric acid in an ordinary manner and the dispersion was cooled with ice. A solution of 8.3 g of sodium nitrite in 50 cc of water was added dropwise to the dispersion to effect the diazotization reaction. A solution of 10.1 g of sodium azide in 70 cc of water was added dropwise to the mixture, stirred for about one hour, filtered and vacuum-dried to obtain p-azidobenzoic acid. 5.4 g of the thus ob... Reaction SMILES: [NH2:1][C:2]1[CH:10]=[CH:9][C:5]([C:6]([OH:8])=[O:7])=[CH:4][CH:3]=1.Cl.N([O-])=O.[Na+].[N-:16]=[N+:17]=[N-].[Na+]>O>[N:1]([C:2]1[CH:10]=[CH:9][C:5]([C:6]([OH:8])=[O:7])=[CH:4][CH:3]=1)=[N+:16]=[N-:17] |f:2.3,4.5|. Reactants: [N-]=[N+]=[N-].[Na+] (sodium azide), NC1=CC=C(C(=O)O)C=C1 (p-aminobenzoic acid), Cl (hydrochloric acid), N(=O)[O-].[Na+] (sodium nitrite). Yields the product N(=[N+]=[N-])C1=CC=C(C(=O)O)C=C1 (p-azidobenzoic acid). The reactants are OC1=C(C(N(C2=NC=CC=C12)C1=CC(=CC=C1)OC(F)(F)F)=O)C(CC1=CC=C(C=C1)C(F)(F)F)=O (4-hydroxy-1-(3-trifluoromethoxyphenyl)-3-(4-trifluoromethylphenylacetyl)-1,8-naphthyridine-2(1H)-one), O.NN (hydrazine monohydrate), C(O)([O-])=O.[Na+] (sodium hydrogencarbonate). Run in CN(C)C=O (DMF). Conditions: temperature 105 celsius, time 2 hour. Yields the product FC(OC=1C=C(C=CC1)N1C(C2=C(C=3C=CC=NC13)NN=C2CC2=CC=C(C=C2)C(F)(F)F)=O)(F)F (5-(3-trifluoromethoxyphenyl)-3-(4-trifluoromethylbenzyl)-1H-pyrazolo[4,3-c][1,8]naphthyridin-4(5H)-one). The yield is 32.0%. Reaction SMILES: O[C:2]1[C:11]2[C:6](=[N:7][CH:8]=[CH:9][CH:10]=2)[N:5]([C:12]2[CH:17]=[CH:16][CH:15]=[C:14]([O:18][C:19]([F:22])([F:21])[F:20])[CH:13]=2)[C:4](=[O:23])[C:3]=1[C:24](=O)[CH2:25][C:26]1[CH:31]=[CH:30][C:29]([C:32]([F:35])([F:34])[F:33])=[CH:28][CH:27]=1.O.[NH2:38][NH2:39].C(=O)([O-])O.[Na+]>CN(C=O)C>[F:21][C:19]([F:20])([F:22])[O:18][C:14]1[CH:13]=[C:12]([N:5]2[C:6]3[N:7]=[CH:8][CH:9]=[CH:10][C:11]=3[C:2]3[NH:38][N:39]=[C:24]([CH2:25][C:26]4[CH:31]=[CH:30][C:29]([C:32]([F:33])([F:34])[F:35])=[CH:28][CH:27]=4)[C:3]=3[C:4]2=[O:23])[CH:17]=[CH:16][CH:15]=1 |f:1.2,3.4|. Procedure details: To a suspension of 4-hydroxy-1-(3-trifluoromethoxyphenyl)-3-(4-trifluoromethylphenylacetyl)-1,8-naphthyridine-2(1H)-one (508 mg, 1.0 mmol) produced in Synthesis Example 22 in DMF (8 mL) was added hydrazine monohydrate (purity of 80%, 194 μL), and the mixture was stirred at 100 to 110° C. for 2 hours. To the reaction solution was added a sodium hydrogencarbonate aqueous solution. The resulting precipitate was separated by filtration, recrystallized from ethanol, and dried to give 5-(3-trifluorome... Starting materials: O1CCC2=C1C=CC(=C2)C2=NN=NN2 (5-(2,3-dihydro-1-benzofuran-5-yl)-1H-tetrazole), ClC(CCC(=O)OCC)=O (ethyl 4-chloro-4-oxobutyrate). Solvent: C(C)(=O)OCC (ethyl acetate), N1=CC=CC=C1 (pyridine). Run at temperature 100 celsius, time 3.5 hour. Product: O1CCC2=C1C=CC(=C2)C2=NN=C(O2)CCC(=O)OCC (ethyl 3-[5-(2,3-dihydro-1-benzofuran-5-yl)-1,3,4-oxadiazol-2-yl]propionate). The yield is 78.2%. Reaction SMILES: [O:1]1[C:5]2[CH:6]=[CH:7][C:8]([C:10]3[NH:14][N:13]=NN=3)=[CH:9][C:4]=2[CH2:3][CH2:2]1.Cl[C:16](=[O:24])[CH2:17][CH2:18][C:19]([O:21][CH2:22][CH3:23])=[O:20]>N1C=CC=CC=1.C(OCC)(=O)C>[O:1]1[C:5]2[CH:6]=[CH:7][C:8]([C:10]3[O:24][C:16]([CH2:17][CH2:18][C:19]([O:21][CH2:22][CH3:23])=[O:20])=[N:13][N:14]=3)=[CH:9][C:4]=2[CH2:3][CH2:2]1. Reported procedure: To a solution of 5-(2,3-dihydro-1-benzofuran-5-yl)-1H-tetrazole (4.40 g, 23.38 mmol) in pyridine (50 mL) was added ethyl 4-chloro-4-oxobutyrate (4.62 g, 28.06 mmol), and the resulting mixture was stirred at room temperature for 30 min and at 100° C. for 3.5 hr. After cooling, the reaction mixture was diluted with ethyl acetate, washed with water, 1M hydrochloric acid, 1M aqueous sodium hydroxide solution and saturated brine, dried over anhydrous magnesium sulfate and concentrated under reduced p... Starting materials: ClC1=C(C(=CC=C1)NC(C)C)CO ([2-chloro-6-(isopropylamino)phenyl]methanol), ClC1=C(C(=CC=C1)NC(C)C)CO ([2-Chloro-6-(isopropylamino)phenyl]methanol). The reagents and catalysts are [O-2].[O-2].[Mn+4] (manganese dioxide). Run in C1(=CC=CC=C1)C (toluene). Product: NC1=C(C(=CC=C1)Cl)CO ((2-amino-6-chlorophenyl)methanol), ClC1=C(C=O)C(=CC=C1)NC(C)C (2-Chloro-6-(isopropylamino)benzaldehyde). RXN SMILES: [Cl:1][C:2]1[CH:7]=[CH:6][CH:5]=[C:4]([NH:8][CH:9]([CH3:11])[CH3:10])[C:3]=1[CH2:12][OH:13]>C1(C)C=CC=CC=1.[O-2].[O-2].[Mn+4]>[NH2:8][C:4]1[CH:5]=[CH:6][CH:7]=[C:2]([Cl:1])[C:3]=1[CH2:12][OH:13].[Cl:1][C:2]1[CH:7]=[CH:6][CH:5]=[C:4]([NH:8][CH:9]([CH3:11])[CH3:10])[C:3]=1[CH:12]=[O:13] |f:2.3.4|. Reported procedure: A mixture of [2-chloro-6-(isopropylamino)phenyl]methanol, 5-chloro-2,2-dimethyl-1,4-dihydro-2H-3,1-benzoxazine (2.7 g, ratio; 1:1, step 2) and manganese dioxide (3.9 g, 33.8 mmol) in toluene (50 mL) was stirred at reflux temperature for 16 h. The mixture was filtrated through a pad of Celite and the filtrate was concentrated in vacuo. The residue was chromatographed on a column of silica gel eluting with ethyl acetate/hexane (1:30) to give 1.2 g (45% from (2-amino-6-chlorophenyl)methanol) of the... The reactants are CN1CCN(C2CCNCC2)CC1, Cc1cc(CC(CC(=O)N2CCC(N3CCc4ccccc4NC3=O)CC2)C(=O)O)ccc1Cl. Product: Cc1cc(CC(CC(=O)N2CCC(N3CCc4ccccc4NC3=O)CC2)C(=O)N2CCC(N3CCN(C)CC3)CC2)ccc1Cl. RXN SMILES: [CH3:35][N:36]1[CH2:37][CH2:38][N:39]([CH:42]2[CH2:43][CH2:44][NH:45][CH2:46][CH2:47]2)[CH2:40][CH2:41]1.[Cl:1][c:2]1[c:3]([CH3:34])[cH:4][c:5]([CH2:6][CH:7]([C:8](=[O:9])[OH:10])[CH2:11][C:12]([N:13]2[CH2:14][CH2:15][CH:16]([N:19]3[C:20](=[O:30])[NH:21][c:22]4[c:23]([cH:26][cH:27][cH:28][cH:29]4)[CH2:24][CH2:25]3)[CH2:17][CH2:18]2)=[O:31])[cH:32][cH:33]1>>[Cl:1][c:2]1[c:3]([CH3:34])[cH:4][c:5]([CH2:6][CH:7]([C:8](=[O:10])[N:45]2[CH2:44][CH2:43][CH:42]([N:39]3[CH2:38][CH2:37][N:36]([CH3:35])[CH2:41][CH2:40]3)[CH2:47][CH2:46]2)[CH2:11][C:12]([N:13]2[CH2:14][CH2:15][CH:16]([N:19]3[C:20](=[O:30])[NH:21][c:22]4[c:23]([cH:26][cH:27][cH:28][cH:29]4)[CH2:24][CH2:25]3)[CH2:17][CH2:18]2)=[O:31])[cH:32][cH:33]1.